This data is from the Open Reaction Database (ORD), a public repository of structured organic reaction records. The task is: describe an organic reaction: reactants, conditions, products, and yield Reactants: C(C)(C)(C)OC(=O)N1CC(CC1)NC(=O)C=1SC=CC1NC1=C2C(=NC=C1)NC=C2 (3-{[3-(1H-Pyrrolo[2,3-b]pyridin-4-ylamino)-thiophene-2-carbonyl]-amino}-pyrrolidine-1-carboxylic acid tert-butyl ester), NCC=1C=NC=CC1 (3-(aminomethyl)pyridine). Product: N1=CC(=CC=C1)CNC(=O)C=1SC=CC1NC1=C2C(=NC=C1)NC=C2 (3-(1H-Pyrrolo[2,3-b]pyridin-4-ylamino)-thiophene-2-carboxylic acid (pyridin-3-ylmethyl)-amide). Reaction SMILES: C(OC([N:8]1[CH2:12][CH2:11][CH:10]([NH:13][C:14]([C:16]2[S:17][CH:18]=[CH:19][C:20]=2[NH:21][C:22]2[CH:27]=[CH:26][N:25]=[C:24]3[NH:28][CH:29]=[CH:30][C:23]=23)=[O:15])C1)=O)(C)(C)C.N[CH2:32][C:33]1C=NC=C[CH:38]=1>>[N:8]1[CH:38]=[CH:33][CH:32]=[C:11]([CH2:10][NH:13][C:14]([C:16]2[S:17][CH:18]=[CH:19][C:20]=2[NH:21][C:22]2[CH:27]=[CH:26][N:25]=[C:24]3[NH:28][CH:29]=[CH:30][C:23]=23)=[O:15])[CH:12]=1. Reported procedure: This compound was prepared in an analogous manner as 3-{[3-(1H-Pyrrolo[2,3-b]pyridin-4-ylamino)-thiophene-2-carbonyl]-amino}-pyrrolidine-1-carboxylic acid tert-butyl ester using 3-(aminomethyl)pyridine instead of 1-BOC-3-aminopyrrolidine. 1H NMR (400 MHz, DMSO-d6) δ ppm 11.54 (1H, br. s.) 10.28 (1H, s) 8.73 (1H, t, J=6.05 Hz) 8.55 (1H, d, J=1.76 Hz) 8.45 (1H, dd, J=4.78, 1.66 Hz) 8.02 (1H, d, J=5.47 Hz) 7.81 (1H, d, J=5.47 Hz) 7.67-7.74 (1H, m) 7.50 (1H, d, J=5.47 Hz) 7.28-7.38 (2H, m) 6.84 (1H,... The reactants are C1CCOC1, Oc1ccccc1C(F)(F)F, CCOC(=O)N=NC(=O)OCC, CC(C)(C)OC(=O)N1CCC(O)C1, c1ccc(P(c2ccccc2)c2ccccc2)cc1. Yields the product CC(C)(C)OC(=O)N1CCC(Oc2ccccc2C(F)(F)F)C1. Reaction SMILES: [CH2:56]1[O:57][CH2:58][CH2:59][CH2:60]1.[F:14][C:15]([c:16]1[c:17]([OH:22])[cH:18][cH:19][cH:20][cH:21]1)([F:23])[F:24].[O:44]=[C:45]([O:46][CH2:47][CH3:48])[N:49]=[N:50][C:51]([O:52][CH2:53][CH3:54])=[O:55].[OH:1][CH:2]1[CH2:3][N:4]([C:7](=[O:8])[O:9][C:10]([CH3:11])([CH3:12])[CH3:13])[CH2:5][CH2:6]1.[c:25]1([P:26]([c:27]2[cH:28][cH:29][cH:30][cH:31][cH:32]2)[c:33]2[cH:34][cH:35][cH:36][cH:37][cH:38]2)[cH:39][cH:40][cH:41][cH:42][cH:43]1>>[O:1]([CH:2]1[CH2:3][N:4]([C:7](=[O:8])[O:9][C:10]([CH3:11])([CH3:12])[CH3:13])[CH2:5][CH2:6]1)[c:17]1[c:16]([C:15]([F:14])([F:23])[F:24])[cH:21][cH:20][cH:19][cH:18]1.